From a dataset of the Open Reaction Database (ORD), a public repository of structured organic reaction records. describe an organic reaction: reactants, conditions, products, and yield Reactants: ClC=1C=CC(=C(C1)N1N=C(C=C1C(=O)OCC)C(\C=C\N(C)C)=O)C (ethyl 1-(5-chloro-2-methylphenyl)-3-[(2E)-3-(dimethylamino)prop-2-enoyl]-1H-pyrazole-5-carboxylate), C(O)(O)=O.NC(=N)N (guanidine carbonate). The solvent is CN(C)C=O (DMF). Run at temperature 110 celsius. Product: NC1=NC=CC(=N1)C1=NN(C(=C1)C(=O)O)C1=C(C=CC(=C1)Cl)C (3-(2-Aminopyrimidin-4-yl)-1-(5-chloro-2-methylphenyl)-1H-pyrazole-5-carboxylic acid). Yield: 65.7%. As a reaction SMILES: [Cl:1][C:2]1[CH:3]=[CH:4][C:5]([CH3:25])=[C:6]([N:8]2[C:12]([C:13]([O:15]CC)=[O:14])=[CH:11][C:10]([C:18](=O)/[CH:19]=[CH:20]/N(C)C)=[N:9]2)[CH:7]=1.C(=O)(O)O.[NH2:30][C:31]([NH2:33])=[NH:32]>CN(C=O)C>[NH2:32][C:31]1[N:33]=[C:18]([C:10]2[CH:11]=[C:12]([C:13]([OH:15])=[O:14])[N:8]([C:6]3[CH:7]=[C:2]([Cl:1])[CH:3]=[CH:4][C:5]=3[CH3:25])[N:9]=2)[CH:19]=[CH:20][N:30]=1 |f:1.2|. Reported procedure: To a mixture of ethyl 1-(5-chloro-2-methylphenyl)-3-[(2E)-3-(dimethylamino)prop-2-enoyl]-1H-pyrazole-5-carboxylate (260 mg, 0.72 mmol) in DMF (4 mL), guanidine carbonate (130 mg, 0.72 mmol) was added. The mixture was heated at 110° C. overnight under efficient stirring. The resulting mixture was concentrated, dissolved in MeOH (0.5 mL) and THF (0.5 mL) and treated with NaOH 1N (0.5 mL). After 1 h the mixture was concentrated, dissolved in water and washed with AcOEt. To the aqueous phase cooled ...